This data is from the Open Reaction Database (ORD), a public repository of structured organic reaction records. The task is: describe an organic reaction: reactants, conditions, products, and yield Reactants: ClC1=C(C(=CC=C1C)Cl)NC1=C(C=O)C=CC=C1 (2-[(2,6-dichloro-3-methylphenyl)amino]benzaldehyde), Cl.C(=O)(O)CON.C(=O)(O)CON (O-carboxymethyl hydroxylamine hemihydrochloride), N1=CC=CC=C1 (pyridine). Run in C(C)O (ethanol). Yields the product C(=O)(O)CON=CC1=C(C=CC=C1)C1=C(C=CC=C1)NC1=C(C(=CC=C1Cl)C)Cl (2-[(2,6-dichloro-3-methylphenyl)aminophenyl]benzaldehyde-O-carboxymethyl oxime). The yield is 54.0%. RXN SMILES: [Cl:1][C:2]1[C:7]([CH3:8])=[CH:6][CH:5]=[C:4]([Cl:9])[C:3]=1[NH:10][C:11]1[CH:18]=[CH:17][CH:16]=[CH:15][C:12]=1[CH:13]=O.Cl.[C:20]([CH2:23][O:24][NH2:25])([OH:22])=[O:21].[C:26](CON)(O)=O.N1[CH:37]=[CH:36][CH:35]=[CH:34][CH:33]=1>C(O)C>[C:20]([CH2:23][O:24][N:25]=[CH:33][C:34]1[CH:35]=[CH:36][CH:37]=[CH:26][C:13]=1[C:12]1[CH:15]=[CH:16][CH:17]=[CH:18][C:11]=1[NH:10][C:3]1[C:4]([Cl:9])=[CH:5][CH:6]=[C:7]([CH3:8])[C:2]=1[Cl:1])([OH:22])=[O:21] |f:1.2.3|. Procedure details: A mixture in ethanol (20 mL) of 2-[(2,6-dichloro-3-methylphenyl)amino]benzaldehyde (1.10 g, 3.9 mmol), prepared as in step 1 above, O-carboxymethyl hydroxylamine hemihydrochloride (0.945 g, 4.3 mmol), and pyridine (8 mL) was stirred at reflux for 18 hours. After cooling the reaction was concentrated and the residue was acidified to pH 2 with 10% aqueous citric acid. The mixture was then extracted with ethyl acetate (4×100 mL), the combined organic layers were washed with water and brine, dried o... The reactants are C(#N)CC=1C(=C(C(=NC1C(F)(F)F)C(F)F)C(=O)OC)CC(C)C (5-(cyanomethyl)4-(2-methylpropyl)-2-(difluoromethyl)-6-(trifluoromethyl)-3-pyridinecarboxylic acid, methyl ester), BrCCCC(=O)Cl (4-bromobutyryl chloride), [OH-].[Na+] (NaOH), BrCCCC(=O)Cl (4-bromobutyryl chloride), ice water. Reagents/catalysts: [Cl-].C(C1=CC=CC=C1)[N+](CC)(CC)CC (benzyltriethylammonium chloride). Solvent: ClCCl (dichloromethane). Reaction conditions: time 15 minute. The product is C(#N)C(C=1C(=C(C(=NC1C(F)(F)F)C(F)F)C(=O)OC)CC(C)C)=C1OCCC1 (5-[Cyano(dihydro-2(3H)-furanylidene)methyl]-4-(2-methylpropyl)-2-(difluoromethyl)6-(trifluoromethyl)-3-pyridinecarboxylic acid, methyl ester). Isolated yield 23.4%. RXN SMILES: [C:1]([CH2:3][C:4]1[C:5]([CH2:21][CH:22]([CH3:24])[CH3:23])=[C:6]([C:17]([O:19][CH3:20])=[O:18])[C:7]([CH:14]([F:16])[F:15])=[N:8][C:9]=1[C:10]([F:13])([F:12])[F:11])#[N:2].Br[CH2:26][CH2:27][CH2:28][C:29](Cl)=[O:30].[OH-].[Na+]>[Cl-].C([N+](CC)(CC)CC)C1C=CC=CC=1.ClCCl>[C:1]([C:3](=[C:29]1[CH2:28][CH2:27][CH2:26][O:30]1)[C:4]1[C:5]([CH2:21][CH:22]([CH3:24])[CH3:23])=[C:6]([C:17]([O:19][CH3:20])=[O:18])[C:7]([CH:14]([F:16])[F:15])=[N:8][C:9]=1[C:10]([F:12])([F:13])[F:11])#[N:2] |f:2.3,4.5|. Reported procedure: To a solution of 5.0 g (14.3 mmol) of 5-(cyanomethyl)4-(2-methylpropyl)-2-(difluoromethyl)-6-(trifluoromethyl)-3-pyridinecarboxylic acid, methyl ester, prepared as in Example d, above, 6.62 g (35.7 mmol) of 4-bromobutyryl chloride and 0.37 g of benzyltriethylammonium chloride in 160 mL dichloromethane was added 82 mL 50% NaOH. The solution turned red and was stirred for 15 min. Stirring was interrupted due to viscosity of solution; 0.5 mL additional 4-bromobutyryl chloride was added to enable st... Starting materials: COc1ccc(C=CC=O)cc1, CO, Cc1ccccc1, N#CC1=C(C#N)C(=O)C(Cl)=C(Cl)C1=O. The product is COC(=O)C=Cc1ccc(OC)cc1. Reaction SMILES: [CH3:1][O:2][c:3]1[cH:4][cH:5][c:6]([CH:7]=[CH:8][CH:9]=[O:10])[cH:11][cH:12]1.[CH3:27][OH:28].[CH3:29][c:30]1[cH:31][cH:32][cH:33][cH:34][cH:35]1.[Cl:13][C:14]1=[C:25]([Cl:26])[C:18](=[O:21])[C:22]([C:23]#[N:24])=[C:17]([C:19]#[N:20])[C:15]1=[O:16]>>[CH3:1][O:2][c:3]1[cH:4][cH:5][c:6]([CH:7]=[CH:8][C:9](=[O:10])[O:21][CH3:18])[cH:11][cH:12]1. The reactants are C12(CC3CC(CC(C1)C3)C2)C2=C(C=C3C=CC(=CC3=C2)Br)O[Si](C)(C)C(C)(C)C (7-(1-adamantyl)-6-tert-butyldimethylsilyloxy-2-bromonaphthalene), B(O)O (boronic acid). The product is C12(CC3CC(CC(C1)C3)C2)C2=C(C=C3C=CC(=CC3=C2)B(O)O)O[Si](C)(C)C(C)(C)C (7-(1-adamantyl)-6-tert-butyldimethylsilyloxy-2-naphthylboronic acid). As a reaction SMILES: [C:1]12([C:11]3[CH:20]=[C:19]4[C:14]([CH:15]=[CH:16][C:17](Br)=[CH:18]4)=[CH:13][C:12]=3[O:22][Si:23]([C:26]([CH3:29])([CH3:28])[CH3:27])([CH3:25])[CH3:24])[CH2:10][CH:5]3[CH2:6][CH:7]([CH2:9][CH:3]([CH2:4]3)[CH2:2]1)[CH2:8]2.[BH:30]([OH:32])[OH:31]>>[C:1]12([C:11]3[CH:20]=[C:19]4[C:14]([CH:15]=[CH:16][C:17]([B:30]([OH:32])[OH:31])=[CH:18]4)=[CH:13][C:12]=3[O:22][Si:23]([C:26]([CH3:29])([CH3:28])[CH3:27])([CH3:25])[CH3:24])[CH2:10][CH:5]3[CH2:6][CH:7]([CH2:9][CH:3]([CH2:4]3)[CH2:2]1)[CH2:8]2. Procedure: Following the basic procedure of Example 7(e), beginning with 11.9 g (25.4 mmol) of 7-(1-adamantyl)-6-tert-butyldimethylsilyloxy-2-bromonaphthalene, 8.37 g (75%) of the expected boronic acid of melting point 221°-222° C. were obtained. Starting materials: C1CCOC1, CC(C)CC(O)c1ccc(C2OCC(C)(C)CO2)c2ccccc12, Cl, O. The product is CC(C)CC(O)c1ccc(C=O)c2ccccc12. As a reaction SMILES: [CH2:27]1[O:28][CH2:29][CH2:30][CH2:31]1.[CH3:1][C:2]1([CH3:3])[CH2:6][O:7][CH:5]([c:8]2[cH:9][cH:10][c:11]([CH:18]([CH2:19][CH:20]([CH3:21])[CH3:22])[OH:23])[c:12]3[cH:13][cH:14][cH:15][cH:16][c:17]23)[O:4][CH2:24]1.[ClH:26].[OH2:25]>>[O:4]=[CH:5][c:8]1[cH:9][cH:10][c:11]([CH:18]([CH2:19][CH:20]([CH3:21])[CH3:22])[OH:23])[c:12]2[cH:13][cH:14][cH:15][cH:16][c:17]12. Starting materials: [Cu]I, O=S([O-])c1cnc2cc(-c3ccc(F)cc3)ccc2c1, CC(O)c1ccccc1I, N, [Na+]. The product is CC(O)c1ccccc1S(=O)(=O)c1cnc2cc(-c3ccc(F)cc3)ccc2c1. As a reaction SMILES: [Cu:32][I:33].[F:1][c:2]1[cH:3][cH:4][c:5](-[c:8]2[cH:9][cH:10][c:11]3[cH:12][c:13]([S:18](=[O:19])[O-:20])[cH:14][n:15][c:16]3[cH:17]2)[cH:6][cH:7]1.[I:22][c:23]1[c:24]([CH:29]([CH3:30])[OH:31])[cH:25][cH:26][cH:27][cH:28]1.[NH3:34].[Na+:21]>>[F:1][c:2]1[cH:3][cH:4][c:5](-[c:8]2[cH:9][cH:10][c:11]3[cH:12][c:13]([S:18](=[O:19])(=[O:20])[c:23]4[c:24]([CH:29]([CH3:30])[OH:31])[cH:25][cH:26][cH:27][cH:28]4)[cH:14][n:15][c:16]3[cH:17]2)[cH:6][cH:7]1. Starting materials: CC(C)Cn1c(CN(C(=O)[O-])C(C)(C)C)c(-c2ccccc2)c2cc(OC(C)(C)C(N)=O)ccc2c1=O, CCOC(C)=O, Cl. The product is Cl, CC(C)Cn1c(CN)c(-c2ccccc2)c2cc(OC(C)(C)C(N)=O)ccc2c1=O. Reaction SMILES: [C:1]([N:5]([C:2](=[O:3])[O-:4])[CH2:9][c:10]1[n:11]([CH2:34][CH:35]([CH3:36])[CH3:37])[c:12](=[O:33])[c:13]2[cH:14][cH:15][c:16]([O:26][C:27]([C:28](=[O:29])[NH2:30])([CH3:31])[CH3:32])[cH:17][c:18]2[c:19]1-[c:20]1[cH:21][cH:22][cH:23][cH:24][cH:25]1)([CH3:6])([CH3:7])[CH3:8].[CH3:39][CH2:40][O:41][C:42](=[O:43])[CH3:44].[ClH:38]>>[ClH:38].[NH2:5][CH2:9][c:10]1[n:11]([CH2:34][CH:35]([CH3:36])[CH3:37])[c:12](=[O:33])[c:13]2[cH:14][cH:15][c:16]([O:26][C:27]([C:28](=[O:29])[NH2:30])([CH3:31])[CH3:32])[cH:17][c:18]2[c:19]1-[c:20]1[cH:21][cH:22][cH:23][cH:24][cH:25]1. The reactants are CC(C)=CC=C(C)C (2,5-dimethyl-2,4-hexadiene), C(CC(=O)C)(=O)OCC (ethyl acetoacetate). Reagents/catalysts: cupric acetate. Product: C(=O)(OCC)C=1C(C(OC1C)CC(C)C)(C)C (4-carbethoxy-2-(2-methylpropyl)-3,3,5-trimethyl-2,3-dihydrofuran). Reaction SMILES: [CH3:1][C:2](=[CH:4][CH:5]=[C:6]([CH3:8])[CH3:7])[CH3:3].[C:9]([O:15][CH2:16][CH3:17])(=[O:14])[CH2:10][C:11]([CH3:13])=[O:12]>>[C:9]([C:10]1[C:2]([CH3:3])([CH3:1])[CH:4]([CH2:5][CH:6]([CH3:8])[CH3:7])[O:12][C:11]=1[CH3:13])([O:15][CH2:16][CH3:17])=[O:14]. Procedure details: 2,5-Dimethyl-2,4-hexadiene and ethyl acetoacetate were reacted utilizing the oxidative addition procedure to obtain 4-carbethoxy-2-(2-methyl-1-propenyl)-3,3,5-trimethyl-2,3-dihydrofuran. Manganese (III) acetate obtained by the reaction potassium permanganate (19.75 grams) and manganese (II) acetate (122.5 grams) in 250 mls acetic acid was employed for the oxidation. The 2,5-dimethyl-2,4-hexadiene (27.5 gram) and ethyl acetoacetate (32.5 grams) were reacted in the presence of 0.5 grams cupric ace... Starting materials: CC1(OC(CC1=O)(C)C)C (Dihydro-2,2,5,5-tetramethyl-3(2H)furanone), [H-].[Na+] (sodium hydride), C(C)O (ethanol), C(=O)OCC (ethyl formate). The reagents and catalysts are CCOCC (ether). Run in O (water), CCOCC (ether). Conditions: temperature 0 celsius. Yields the product OC=C1C(C(OC1(C)C)(C)C)=O (4-hydroxymethylene-dihydro-2,2,5,5-tetramethyl-3(2H)-furanone). The yield is 79.0%. Reaction SMILES: [CH3:1][C:2]1([CH3:10])[C:6](=[O:7])[CH2:5][C:4]([CH3:9])([CH3:8])[O:3]1.[H-].[Na+].[CH2:13]([OH:15])C.C(OCC)=O>CCOCC.O>[OH:15][CH:13]=[C:5]1[C:4]([CH3:9])([CH3:8])[O:3][C:2]([CH3:10])([CH3:1])[C:6]1=[O:7] |f:1.2|. Procedure details: Mercuric oxide (600 mg) was dissolved in 200 mL of water containing 2 mL of concentrated H2SO4. Solid 2,5-dimethyl-3-hexyne-2,5-diol (50.0 g, 352 mmol) was added and the solution was heated until the homogeneous solution turned cloudy. Heating was stopped and the flask was stirred in a room temperature water bath for 30 min. The solution was distilled and 250 mL of distillate was collected (more H2O was added). The biphasic material was taken up into ether, separated, washed with brine, dried ov...